This data is from the Open Reaction Database (ORD), a public repository of structured organic reaction records. The task is: describe an organic reaction: reactants, conditions, products, and yield The reactants are C(C1=CC=CC=C1)OC(CC[C@@H](C(NCC1=CC=C(C=C1)C(NO)=N)=O)NC(=O)OC(C)(C)C)=O ((5)-4-tert-butoxycarbonylamino-4-[4-(N-hydroxycarbamimidoyl)-benzyl carbamoyl]-butyric acid benzyl ester), C(C)(=O)OC(C)=O (acetic anhydride). Solvent: C(C)(=O)O (acetic acid). The product is C(C1=CC=CC=C1)OC(CC[C@@H](C(NCC1=CC=C(C=C1)C(N(C(C)=O)O)=N)=O)NC(=O)OC(C)(C)C)=O ((S)-4-tert-butoxycarbonylamino-4-[4-(N-acetylhydroxycarbamimidoyl)-benzyl carbamoyl]-butyric acid benzyl ester). Isolated yield 91.0%. As a reaction SMILES: [CH2:1]([O:8][C:9](=[O:35])[CH2:10][CH2:11][C@H:12]([NH:27][C:28]([O:30][C:31]([CH3:34])([CH3:33])[CH3:32])=[O:29])[C:13](=[O:26])[NH:14][CH2:15][C:16]1[CH:21]=[CH:20][C:19]([C:22](=[NH:25])[NH:23][OH:24])=[CH:18][CH:17]=1)[C:2]1[CH:7]=[CH:6][CH:5]=[CH:4][CH:3]=1.[C:36](OC(=O)C)(=[O:38])[CH3:37]>C(O)(=O)C>[CH2:1]([O:8][C:9](=[O:35])[CH2:10][CH2:11][C@H:12]([NH:27][C:28]([O:30][C:31]([CH3:32])([CH3:34])[CH3:33])=[O:29])[C:13](=[O:26])[NH:14][CH2:15][C:16]1[CH:21]=[CH:20][C:19]([C:22](=[NH:25])[N:23]([OH:24])[C:36](=[O:38])[CH3:37])=[CH:18][CH:17]=1)[C:2]1[CH:3]=[CH:4][CH:5]=[CH:6][CH:7]=1. Procedure: A solution of compound R (14.8 g, 20.0 mmol) and acetic anhydride (5.7 ml, 60.0 mmol) in acetic acid (100 ml) was stirred at room temperature for 45 min, and then solvent was evaporated in vacuo. The resultant residue was dissolved in EtOAc (300 ml) and extracted with water (2×75 ml) and brine (75 ml). The organic layer was then dried over MgSO4, evaporated and dried in vacuo to provide compound S (9.58 g, 18.2 mmol) as yellowish solid. LC-MS [M+H] 527.6 (C27H34N4O7+H, calc: 527.9). Compound S w... RXN SMILES: [N+:1]([C:4]1[CH:5]=[CH:6][C:7]([NH2:11])=[C:8]([OH:10])[CH:9]=1)([O-:3])=[O:2].[C:12]1(=O)[O:17][C:15](=[O:16])[C:14]2=[CH:18][CH:19]=[CH:20][CH:21]=[C:13]12>C(O)(=O)C>[N+:1]([C:4]1[CH:5]=[CH:6][C:7]([N:11]2[C:15](=[O:16])[C:14]3=[CH:18][CH:19]=[CH:20][CH:21]=[C:13]3[C:12]2=[O:17])=[C:8]([OH:10])[CH:9]=1)([O-:3])=[O:2]. The product is [N+](=O)([O-])C1=CC(=C(C=C1)N1C(C=2C(C1=O)=CC=CC2)=O)O (N-(4-nitro-2-hydroxyphenyl)-phthalimide). The solvent is C(C)(=O)O (acetic acid). The reactants are [N+](=O)([O-])C=1C=CC(=C(C1)O)N (5-nitro-2-aminophenol), C1(C=2C(C(=O)O1)=CC=CC2)=O (phthalic acid anhydride). Procedure details: 231 g (1.5 mol) of 5-nitro-2-aminophenol and 444 g (3 mol) of phthalic acid anhydride were stirred together in 2.25 liters of acetic acid at boiling point for 2.5 hours. The product was suction filtered at room temperature, washed with water and dried. Yield: 420 g=98.5%. Starting materials: C1(CCCCC1)N=C=NC1CCCCC1 (dicyclohexylcarbodiimide), C(C1=CC=CC=C1)N1[C@H](C(=O)NC[C@H]([C@H](CC2=CC=CC=C2)NC([C@@H](NC(=O)OCC2=CC=CC=C2)CC(N)=O)=O)O)CCC1 (benzyl-N2 -[3(S)-[[N-(benzyloxycarbonyl)-L-asparaginyl] amino]-2(R)-hydroxy-4-phenylbutyl]-L-prolinamide), N#N.N[C@H]([C@@H](C[C@@]1(N(CCC1)CC1=CC=CC=C1)C(=O)N)O)CC1=CC=CC=C1 (N2 [3(S)-amino-2(R)-hydroxy-4-Phenylbutyl]-N1 -benzyl-L-prolinamide), OC1=CC=CC=2NN=NC21 (hydroxybenzotriazole), C(C)N1CCOCC1 (N-ethylmorpholine). Yields the product C(C1=CC=CC=C1)OC(=O)N[C@@H](CC(N)=O)C(=O)O (N-(benzyloxycarbonyl)-L-asparagine). Reaction SMILES: C1(N=C=NC2CCCCC2)CCCCC1.[OH:16]C1C2N=NNC=2C=CC=1.C(N1CCOCC1)C.N#N.N[C@@H](CC1C=CC=CC=1)[C@H](O)C[C@@]1(C(N)=O)CCCN1CC1C=CC=CC=1.C(N1CCC[C@H]1C(NC[C@@H](O)[C@@H](N[C:86](=[O:103])[C@H:87]([CH2:99][C:100](=[O:102])[NH2:101])[NH:88][C:89]([O:91][CH2:92][C:93]1[CH:98]=[CH:97][CH:96]=[CH:95][CH:94]=1)=[O:90])CC1C=CC=CC=1)=O)C1C=CC=CC=1>>[CH2:92]([O:91][C:89]([NH:88][C@H:87]([C:86]([OH:103])=[O:16])[CH2:99][C:100](=[O:102])[NH2:101])=[O:90])[C:93]1[CH:94]=[CH:95][CH:96]=[CH:97][CH:98]=1 |f:3.4|. Procedure: In a manner analogous to that described in Example 33, from 0.225 g of dicyclohexylcarbodiimide, 0.135 g of hydroxybenzotriazole, 0.115 g of N-ethylmorpholine, 0.38 g of N2 -[3(S)-amino-2(R)-hydroxy-4-Phenylbutyl]-N1 -benzyl-L-prolinamide and0.266 g of N-(benzyloxycarbonyl)-L-asparagine there was obtained 0.056 g ofN1 -benzyl-N2 -[3(S)-[[N-(benzyloxycarbonyl)-L-asparaginyl] amino]-2(R)-hydroxy-4-phenylbutyl]-L-prolinamide as a white solid: MS: m/e616 [M+H]+. Starting materials: Br, COC(=O)N1CCC(c2cc(=O)[nH]o2)CC1c1ccc(OC(F)(F)F)cc1F. The product is O=c1cc(C2CCNC(c3ccc(OC(F)(F)F)cc3F)C2)o[nH]1. RXN SMILES: [BrH:29].[F:1][c:2]1[c:3]([CH:13]2[N:14]([C:25]([O:26][CH3:27])=[O:28])[CH2:15][CH2:16][CH:17]([c:19]3[cH:20][c:21](=[O:24])[nH:22][o:23]3)[CH2:18]2)[cH:4][cH:5][c:6]([O:8][C:9]([F:10])([F:11])[F:12])[cH:7]1>>[F:1][c:2]1[c:3]([CH:13]2[NH:14][CH2:15][CH2:16][CH:17]([c:19]3[cH:20][c:21](=[O:24])[nH:22][o:23]3)[CH2:18]2)[cH:4][cH:5][c:6]([O:8][C:9]([F:10])([F:11])[F:12])[cH:7]1. Reactants: C1CCOC1, COC(=O)CCCc1ccccc1N(C)C(=O)c1ccc(Cl)c(-c2cnc(Cl)cc2C)c1, [Li+], [OH-]. Product: Cc1cc(Cl)ncc1-c1cc(C(=O)N(C)c2ccccc2CCCC(=O)O)ccc1Cl. Reaction SMILES: [CH2:35]1[O:36][CH2:37][CH2:38][CH2:39]1.[CH3:1][O:2][C:3]([CH2:4][CH2:5][CH2:6][c:7]1[c:8]([N:13]([CH3:14])[C:15]([c:16]2[cH:17][c:18](-[c:23]3[cH:24][n:25][c:26]([Cl:30])[cH:27][c:28]3[CH3:29])[c:19]([Cl:22])[cH:20][cH:21]2)=[O:31])[cH:9][cH:10][cH:11][cH:12]1)=[O:32].[Li+:34].[OH-:33]>>[O:2]=[C:3]([CH2:4][CH2:5][CH2:6][c:7]1[c:8]([N:13]([CH3:14])[C:15]([c:16]2[cH:17][c:18](-[c:23]3[cH:24][n:25][c:26]([Cl:30])[cH:27][c:28]3[CH3:29])[c:19]([Cl:22])[cH:20][cH:21]2)=[O:31])[cH:9][cH:10][cH:11][cH:12]1)[OH:32]. The reactants are CCC(C)=O, COP(=O)(OC)C(=O)C(C)C, [I-], [Na+]. Product: COP(=O)([O-])C(=O)C(C)C, [Na+]. Reaction SMILES: [CH3:14][C:15]([CH2:16][CH3:17])=[O:18].[CH3:1][CH:2]([C:3](=[O:4])[P:5]([O:6][CH3:7])([O:8][CH3:9])=[O:10])[CH3:11].[I-:13].[Na+:12]>>[CH3:1][CH:2]([C:3](=[O:4])[P:5]([O:6][CH3:7])(=[O:8])[O-:10])[CH3:11].[Na+:12].